The task is: describe an organic reaction: reactants, conditions, products, and yield. This data is from the Open Reaction Database (ORD), a public repository of structured organic reaction records. Starting materials: OCCC1=NC=CN=C1 (2-(2-hydroxyethyl)-pyrazine). The reagents and catalysts are O=[Pt]=O (PtO2). Solvent: CO (MeOH). Yields the product OCCC1NCCNC1 (2-(2-hydroxyethyl)piperazine). RXN SMILES: [OH:1][CH2:2][CH2:3][C:4]1[CH:9]=[N:8][CH:7]=[CH:6][N:5]=1>CO.O=[Pt]=O>[OH:1][CH2:2][CH2:3][CH:4]1[CH2:9][NH:8][CH2:7][CH2:6][NH:5]1. Procedure details: A method for preparing each of the foregoing compounds is presented in the following examples. In general, however, the preparation is one wherein 2-(2-hydroxyethyl)-pyrazine (L. J. Kitchen and E. S. Hanson, Antibiot. Chemo., 73, 1838 (1951)) was reduced with H2 and PtO2 in MeOH to yield 2-(2-hydroxyethyl)piperazine (E. F. Rogers and H. J. Becker, U.S. Pat. No. 3,281,423 (1966)) which, in turn, was converted to the chloride. Ring closure in base afforded 1,4-diazabicyclo[ 3.2.1]octane which was ... The reactants are C(C)OC1=C(C=C(C=C1OC)C1=NC=C(C=C1)N(CCN(C)C=1C=CC(=NC1)C1=CC(=C(C(=C1)OC)OCC)OC)C)OC (N,N′-bis[2-(4-ethoxy-3,5-dimethoxy-phenyl)-5-pyridyl]-N,N′-dimethylethylenediamine), CS(=O)(=O)O (methanesulfonic acid). Solvent: CO (methanol). The product is CS(=O)(=O)O.CS(=O)(=O)O.C(C)OC1=C(C=C(C=C1OC)C1=NC=C(C=C1)N(CCN(C)C=1C=CC(=NC1)C1=CC(=C(C(=C1)OC)OCC)OC)C)OC (N,N′-Bis[2-(4-ethoxy-3,5-dimethoxyphenyl)-5-pyridyl]-N,N′-dimethylethylenediamine dimethanesulfonate). Isolated yield 68.6%. Reaction SMILES: [CH2:1]([O:3][C:4]1[C:9]([O:10][CH3:11])=[CH:8][C:7]([C:12]2[CH:17]=[CH:16][C:15]([N:18]([CH3:42])[CH2:19][CH2:20][N:21]([C:23]3[CH:24]=[CH:25][C:26]([C:29]4[CH:34]=[C:33]([O:35][CH3:36])[C:32]([O:37][CH2:38][CH3:39])=[C:31]([O:40][CH3:41])[CH:30]=4)=[N:27][CH:28]=3)[CH3:22])=[CH:14][N:13]=2)=[CH:6][C:5]=1[O:43][CH3:44])[CH3:2].[CH3:45][S:46]([OH:49])(=[O:48])=[O:47]>CO>[CH3:45][S:46]([OH:49])(=[O:48])=[O:47].[CH3:45][S:46]([OH:49])(=[O:48])=[O:47].[CH2:38]([O:37][C:32]1[C:31]([O:40][CH3:41])=[CH:30][C:29]([C:26]2[CH:25]=[CH:24][C:23]([N:21]([CH3:22])[CH2:20][CH2:19][N:18]([C:15]3[CH:16]=[CH:17][C:12]([C:7]4[CH:8]=[C:9]([O:10][CH3:11])[C:4]([O:3][CH2:1][CH3:2])=[C:5]([O:43][CH3:44])[CH:6]=4)=[N:13][CH:14]=3)[CH3:42])=[CH:28][N:27]=2)=[CH:34][C:33]=1[O:35][CH3:36])[CH3:39] |f:3.4.5|. Procedure details: To a solution of N,N′-bis[2-(4-ethoxy-3,5-dimethoxy-phenyl)-5-pyridyl]-N,N′-dimethylethylenediamine (133.0 mg, 0.220 mmol) in methanol (2.0 mL) was added a 1.0 M aqueous methanesulfonic acid solution (0.44 mL, 0.44 mmol), and the reaction mixture was concentrated under reduced pressure. Ethanol (5.0 mL) was added to the residue, and the mixture was concentrated under reduced pressure. The residue was recrystallized from methanol-diethyl ether to afford the title compound as a yellow crystalline ...